From a dataset of the Open Reaction Database (ORD), a public repository of structured organic reaction records. describe an organic reaction: reactants, conditions, products, and yield As a reaction SMILES: [H-:22].[Na+:23].[O:25]1[CH2:26][CH2:27][CH2:28][CH2:29]1.[OH2:24].[OH:1][CH2:2][C:3]1([CH2:16][O:17][S:18]([CH3:19])(=[O:20])=[O:21])[CH2:4][CH2:5][N:6]([C:9](=[O:10])[O:11][C:12]([CH3:13])([CH3:14])[CH3:15])[CH2:7][CH2:8]1>>[CH2:2]1[C:3]2([CH2:4][CH2:5][N:6]([C:9](=[O:10])[O:11][C:12]([CH3:13])([CH3:14])[CH3:15])[CH2:7][CH2:8]2)[CH2:16][O:17]1. The reactants are [H-], [Na+], C1CCOC1, O, CC(C)(C)OC(=O)N1CCC(CO)(COS(C)(=O)=O)CC1. Yields the product CC(C)(C)OC(=O)N1CCC2(CC1)COC2. Procedure details: Crotyl chloride (3.2 g; 35 m mole) in methanol (35 ml) was added dropwise with stirring during 3.5 hours to a refluxing mixture of imidazole (11.9 g; 175 m mole) and sodium bicarbonate (2.95 g; 35 m mole) in methanol (35 ml). When the addition was complete the reaction mixture was refluxed for 24 hours, the solvent evaporated and the residue dissolved in water (60 ml) and extracted with chloroform (3×20 ml). The combined extracts were washed with saturated aqueous sodium chloride solution (25 ml... RXN SMILES: [CH2:1](Cl)[CH:2]=[CH:3][CH3:4].[NH:6]1[CH:10]=[CH:9][N:8]=[CH:7]1.C(=O)(O)[O-].[Na+]>CO>[CH2:1]([N:6]1[CH:10]=[CH:9][N:8]=[CH:7]1)[CH:2]=[CH:3][CH3:4] |f:2.3|. Reactants: N1C=NC=C1 (imidazole), C([O-])(O)=O.[Na+] (sodium bicarbonate), C(C=CC)Cl (Crotyl chloride). Yields the product C(C=CC)N1C=NC=C1 (1-crotylimidazole). Solvent: CO (methanol), CO (methanol). Starting materials: ClCCl, COc1ccc(-c2cc3ccccc3o2)cc1, [Cl-], [Cl-], O, Cc1ccc(C(=O)O)cc1. Product: COc1ccc(-c2oc3ccccc3c2C(=O)c2ccc(C)cc2)cc1. As a reaction SMILES: [CH2:29]([Cl:30])[Cl:31].[CH3:1][O:2][c:3]1[cH:4][cH:5][c:6](-[c:9]2[o:10][c:11]3[c:12]([cH:13]2)[cH:14][cH:15][cH:16][cH:17]3)[cH:7][cH:8]1.[Cl-:18].[Cl-:32].[OH2:33].[c:19]1([CH3:28])[cH:20][cH:21][c:22]([C:25](=[O:26])[OH:27])[cH:23][cH:24]1>>[CH3:1][O:2][c:3]1[cH:4][cH:5][c:6](-[c:9]2[o:10][c:11]3[c:12]([c:13]2[C:25]([c:22]2[cH:21][cH:20][c:19]([CH3:28])[cH:24][cH:23]2)=[O:26])[cH:14][cH:15][cH:16][cH:17]3)[cH:7][cH:8]1. The product is OC(CC(=O)N1CC=2N(CC1)C(=NN2)C(F)(F)F)CC2=C(C=C(C(=C2)F)F)F (3-hydroxy-1-(3-(trifluoromethyl)-5,6-dihydro-[1,2,4]triazolo[4,3-a]pyrazin-7(8H)-yl)-4-(2,4,5-trifluorophenyl) butan-1-one). Starting materials: O=C(CC(CC1=C(C=C(C(=C1)F)F)F)=O)N1CC=2N(CC1)C(=NN2)C(F)(F)F (4-oxo-4-[3-(trifluoromethyl)-5,6-dihydro[1,2,4]triazolo[4,3-a]pyrazin-7(8H)-yl]-1-(2,4,5-trifluorophenyl)butan-2-one), B (borane). Procedure details: Optionally, 4-oxo-4-[3-(trifluoromethyl)-5,6-dihydro[1,2,4]triazolo[4,3-a]pyrazin-7(8H)-yl]-1-(2,4,5-trifluorophenyl)butan-2-one or its derivative is reduced by using a suitable borane containing reducing agent as earlier, in absence or presence of an acid in a suitable solvent to get 3-hydroxy-1-(3-(trifluoromethyl)-5,6-dihydro-[1,2,4]triazolo[4,3-a]pyrazin-7(8H)-yl)-4-(2,4,5-trifluorophenyl) butan-1-one. Reaction SMILES: [O:1]=[C:2]([N:16]1[CH2:21][CH2:20][N:19]2[C:22]([C:25]([F:28])([F:27])[F:26])=[N:23][N:24]=[C:18]2[CH2:17]1)[CH2:3][C:4](=[O:15])[CH2:5][C:6]1[CH:11]=[C:10]([F:12])[C:9]([F:13])=[CH:8][C:7]=1[F:14].B>>[OH:15][CH:4]([CH2:5][C:6]1[CH:11]=[C:10]([F:12])[C:9]([F:13])=[CH:8][C:7]=1[F:14])[CH2:3][C:2]([N:16]1[CH2:21][CH2:20][N:19]2[C:22]([C:25]([F:28])([F:27])[F:26])=[N:23][N:24]=[C:18]2[CH2:17]1)=[O:1]. RXN SMILES: [C:1]([CH3:2])([CH3:3])([CH3:4])[O:5][C:6](=[O:7])[N:8]([C:9](=[O:10])[O:11][C:12]([CH3:13])([CH3:14])[CH3:15])[c:16]1[c:17]([F:25])[cH:18][cH:19][c:20]([N+:22]([O-:23])=[O:24])[cH:21]1.[C:28].[CH3:26][OH:27].[Pd:29]>>[C:1]([CH3:2])([CH3:3])([CH3:4])[O:5][C:6](=[O:7])[N:8]([C:9](=[O:10])[O:11][C:12]([CH3:13])([CH3:14])[CH3:15])[c:16]1[c:17]([F:25])[cH:18][cH:19][c:20]([NH2:22])[cH:21]1. Starting materials: CC(C)(C)OC(=O)N(C(=O)OC(C)(C)C)c1cc([N+](=O)[O-])ccc1F, C, CO, [Pd]. The product is CC(C)(C)OC(=O)N(C(=O)OC(C)(C)C)c1cc(N)ccc1F. Reactants: C1=CC=CC=2CN(CC3=C(C21)C=CC=C3)C(OCC)=N (ethyl 5,7-dihydro-6H-dibenz[c,e]azepine-6-carboximidate), FC=1C=C(C(=O)Cl)C=C(C1)F (3,5-difluorobenzoyl chloride). Product: FC=1C=C(C(=O)N=C(OCC)N2CC3=C(C4=C(C2)C=CC=C4)C=CC=C3)C=C(C1)F (ethyl N-(3,5-difluorobenzoyl)-5,7-dihydro-6H-dibenz[c,e]azepine-6-carboximidate). RXN SMILES: [CH:1]1[C:11]2[C:10]3[CH:12]=[CH:13][CH:14]=[CH:15][C:9]=3[CH2:8][N:7]([C:16](=[NH:20])[O:17][CH2:18][CH3:19])[CH2:6][C:5]=2[CH:4]=[CH:3][CH:2]=1.[F:21][C:22]1[CH:23]=[C:24]([CH:28]=[C:29]([F:31])[CH:30]=1)[C:25](Cl)=[O:26]>>[F:21][C:22]1[CH:23]=[C:24]([CH:28]=[C:29]([F:31])[CH:30]=1)[C:25]([N:20]=[C:16]([N:7]1[CH2:6][C:5]2[CH:4]=[CH:3][CH:2]=[CH:1][C:11]=2[C:10]2[CH:12]=[CH:13][CH:14]=[CH:15][C:9]=2[CH2:8]1)[O:17][CH2:18][CH3:19])=[O:26]. Procedure details: starting from ethyl 5,7-dihydro-6H-dibenz[c,e]azepine-6-carboximidate and 3,5-difluorobenzoyl chloride, there is obtained ethyl N-(3,5-difluorobenzoyl)-5,7-dihydro-6H-dibenz[c,e]azepine-6-carboximidate as a solid, mass spectrum m/e: M+ 406 (4), 377 (20), 194 (100), 141 (35);